This data is from the Open Reaction Database (ORD), a public repository of structured organic reaction records. The task is: describe an organic reaction: reactants, conditions, products, and yield Reactants: COC1=CC=C(C=C1)C1=C(N=C(N1)C1=CC(=CC=C1)[N+](=O)[O-])C(=O)O (5-(4-Methoxyphenyl)-2-(3-nitrophenyl )imidazole-4-carboxylic acid), hydrochloric acid—ether, S(=O)(Cl)Cl (thionyl chloride), NC=1SCCN1 (2-aminothiazoline). The product is COC1=CC=C(C=C1)C1=C(N=C(N1)C1=CC(=CC=C1)[N+](=O)[O-])C(=O)NC=1SCCN1 (5-(4-methoxyphenyl)-2-(3-nitrophenyl)-N-(2-thiazolinyl)imidazole-4-carboxamide). RXN SMILES: [CH3:1][O:2][C:3]1[CH:8]=[CH:7][C:6]([C:9]2[NH:13][C:12]([C:14]3[CH:19]=[CH:18][CH:17]=[C:16]([N+:20]([O-:22])=[O:21])[CH:15]=3)=[N:11][C:10]=2[C:23](O)=[O:24])=[CH:5][CH:4]=1.S(Cl)(Cl)=O.[NH2:30][C:31]1[S:32][CH2:33][CH2:34][N:35]=1>>[CH3:1][O:2][C:3]1[CH:8]=[CH:7][C:6]([C:9]2[NH:13][C:12]([C:14]3[CH:19]=[CH:18][CH:17]=[C:16]([N+:20]([O-:22])=[O:21])[CH:15]=3)=[N:11][C:10]=2[C:23]([NH:30][C:31]2[S:32][CH2:33][CH2:34][N:35]=2)=[O:24])=[CH:5][CH:4]=1. Procedure: 5-(4-Methoxyphenyl)-2-(3-nitrophenyl )imidazole-4-carboxylic acid, 1 M hydrochloric acid—ether solution, thionyl chloride and 2-aminothiazoline are reacted and treated in the same manner as in Example 1 to give 5-(4-methoxyphenyl)-2-(3-nitrophenyl)-N-(2-thiazolinyl)imidazole-4-carboxamide.